This data is from the Open Reaction Database (ORD), a public repository of structured organic reaction records. The task is: describe an organic reaction: reactants, conditions, products, and yield Starting materials: three, BrC1=CC=CC=C1 (bromobenzene), C([O-])(O)=O.[Na+] (sodium bicarbonate), C1CCOC1 (THF), BrC1=CC=C(C=C1)Br (1,4-dibromobenzene), C1CCOC1 (THF), [Mg] (magnesium), Cl (HCl), 2-methyl-2-trimethylsilanyloxy-1-propionitrile, Grignard reagent, C1CCOC1 (THF). Reagents/catalysts: BrCCBr (1,2-dibromoethane). Yields the product BrC1=CC=C(C=C1)C(C(C)(C)O)=O (1-(4-Bromophenyl)-2-hydroxy-2-methyl-propan-1-one). As a reaction SMILES: [Mg].Br[C:3]1[CH:8]=[CH:7][C:6]([Br:9])=[CH:5][CH:4]=1.Br[C:11]1[CH:16]=[CH:15]C=CC=1.Cl.[C:18](=O)(O)[O-:19].[Na+].C1C[O:26]CC1>BrCCBr>[Br:9][C:6]1[CH:7]=[CH:8][C:3]([C:18](=[O:19])[C:16]([OH:26])([CH3:15])[CH3:11])=[CH:4][CH:5]=1 |f:4.5|. Procedure: In a dry 250 ml three necked flask was placed magnesium turnings (2.46 g, 101.2 mmol), 5 ml dry THF and two drops of 1,2-dibromoethane, stirred under N2 at room temperature. Subsequently 1,4-dibromobenzene (19.8 g, 84 mmol) in 15 ml dry THF was added dropwise over 30 min. An ice water bath was occasionally used to moderate the reaction. After addition was complete the reaction was stirred for 2 hrs to complete conversion of bromobenzene. A solution of 2-methyl-2-trimethylsilanyloxy-1-propionitri... Reactants: FC1=C(C=C(C=C1)C(=NO)C1=CC(=CC(=C1)OC(C(F)F)(F)F)F)OC(C)C ((4-fluoro-3-isopropoxyphenyl)(3-fluoro-5-(1,1,2,2-tetrafluoroethoxy)phenyl)methanone oxime), C(C)(=O)[O-].[NH4+] (ammonium acetate). Reagents/catalysts: [Zn] (zinc). The solvent is CCO (EtOH), [NH4+].[OH-] (NH4OH). Yields the product FC1=C(C=C(C=C1)C(N)C1=CC(=CC(=C1)OC(C(F)F)(F)F)F)OC(C)C ((4-fluoro-3-isopropoxyphenyl)(3-fluoro-5-(1,1,2,2-tetrafluoroethoxy)phenyl)methanamine). The yield is 82.8%. As a reaction SMILES: [F:1][C:2]1[CH:7]=[CH:6][C:5]([C:8]([C:11]2[CH:16]=[C:15]([O:17][C:18]([F:23])([F:22])[CH:19]([F:21])[F:20])[CH:14]=[C:13]([F:24])[CH:12]=2)=[N:9]O)=[CH:4][C:3]=1[O:25][CH:26]([CH3:28])[CH3:27].C([O-])(=O)C.[NH4+]>CCO.[NH4+].[OH-].[Zn]>[F:1][C:2]1[CH:7]=[CH:6][C:5]([CH:8]([C:11]2[CH:16]=[C:15]([O:17][C:18]([F:22])([F:23])[CH:19]([F:21])[F:20])[CH:14]=[C:13]([F:24])[CH:12]=2)[NH2:9])=[CH:4][C:3]=1[O:25][CH:26]([CH3:28])[CH3:27] |f:1.2,4.5|. Procedure details: To a suspension of (4-fluoro-3-isopropoxyphenyl)(3-fluoro-5-(1,1,2,2-tetrafluoroethoxy)phenyl)methanone oxime (3.5 g, 8.6 mmol) in EtOH (30 mL) and conc. NH4OH (50 mL) was added ammonium acetate (754 mg, 19.8 mmol), followed by zinc powder (3.2 g, 49.1 mmol) and the reaction mixture was heated at reflux for 3 h. The reaction mixture was allowed to cool to rt then filtered through celite. The solid was washed with 1 N NaOH (10 mL) and MeOH (10 mL). The combined filtrate was extracted concentrated... The reactants are C1(=CC=CC=C1)/C=C/C=1OC=C(N1)CSC1=CC=C(C=C1)CCC(=O)OCC (ethyl 3-[4-[2-[(E)-2-phenylethenyl]-4-oxazolylmethylthio]phenyl]propionate), [H-].[Al+3].[Li+].[H-].[H-].[H-] (lithium aluminum hydride), O (water), Cl (hydrochloric acid). Run in O1CCCC1 (tetrahydrofuran). Reaction conditions: time 1 hour. The product is C1(=CC=CC=C1)/C=C/C=1OC=C(N1)CSC1=CC=C(C=C1)CCCO (3-[4-[2-[(E)-2-phenyl ethenyl]-4-oxazolylmethylthio]phenyl]propanol). Isolated yield 73.7%. As a reaction SMILES: [C:1]1(/[CH:7]=[CH:8]/[C:9]2[O:10][CH:11]=[C:12]([CH2:14][S:15][C:16]3[CH:21]=[CH:20][C:19]([CH2:22][CH2:23][C:24](OCC)=[O:25])=[CH:18][CH:17]=3)[N:13]=2)[CH:6]=[CH:5][CH:4]=[CH:3][CH:2]=1.[H-].[Al+3].[Li+].[H-].[H-].[H-].O.Cl>O1CCCC1>[C:1]1(/[CH:7]=[CH:8]/[C:9]2[O:10][CH:11]=[C:12]([CH2:14][S:15][C:16]3[CH:17]=[CH:18][C:19]([CH2:22][CH2:23][CH2:24][OH:25])=[CH:20][CH:21]=3)[N:13]=2)[CH:2]=[CH:3][CH:4]=[CH:5][CH:6]=1 |f:1.2.3.4.5.6|. Reported procedure: To a solution of ethyl 3-[4-[2-[(E)-2-phenylethenyl]-4-oxazolylmethylthio]phenyl]propionate (205 mg) in tetrahydrofuran (10 ml) was added lithium aluminum hydride at 0° C. and then stirred for one hour at room temperature. To the reaction mixture were added water and 1N-hydrochloric acid, and extracted with ethyl acetate. The ethyl acetate layer was washed with water, dried (MgSO4), and concentrated under reduced pressure to give crystals of 3-[4-[2-[(E)-2-phenyl ethenyl]-4-oxazolylmethylthio]ph... The reactants are O=S1(=O)NCC2(OCCO2)c2ccccc21, ClCCCCl, [H-], [Na+], CN(C)C=O. The product is O=S1(=O)c2ccccc2C2(CN1CCCCl)OCCO2. As a reaction SMILES: [CH2:3]1[CH2:4][O:5][C:6]2([CH2:7][NH:8][S:9](=[O:16])(=[O:17])[c:10]3[c:11]2[cH:12][cH:13][cH:14][cH:15]3)[O:18]1.[Cl:19][CH2:20][CH2:21][CH2:22][Cl:23].[H-:1].[Na+:2].[O:24]=[CH:25][N:26]([CH3:27])[CH3:28]>>[CH2:3]1[CH2:4][O:5][C:6]2([CH2:7][N:8]([CH2:22][CH2:21][CH2:20][Cl:19])[S:9](=[O:16])(=[O:17])[c:10]3[c:11]2[cH:12][cH:13][cH:14][cH:15]3)[O:18]1.